From a dataset of the Open Reaction Database (ORD), a public repository of structured organic reaction records. describe an organic reaction: reactants, conditions, products, and yield Reactants: O1C23[C@@H]1C[C@H]1[C@@H]4CC[C@H]([C@@H](CCCC(C)C)C)[C@]4(CC[C@@H]1[C@]3(CC[C@@H](C2)O)C)C (5,6α-epoxicholestan-3β-ol), NCCCCNCCCN (spermidine), C(CCC)O (1-Butanol). The solvent is COC(C)(C)C (methyl-tertbutyl-ether). Yields the product O[C@]12[C@@H](C[C@H]3[C@@H]4CC[C@H]([C@@H](CCCC(C)C)C)[C@]4(CC[C@@H]3[C@]2(CC[C@@H](C1)O)C)C)NCCCCNCCCN (5α-Hydroxy-6β-[4-(3-aminopropylamino)-butylamino]-cholestan-3β-ol). Isolated yield 50.4%. As a reaction SMILES: [O:1]1[C@H:3]2[CH2:4][C@@H:5]3[C@@H:21]([C@@:22]4([CH3:28])[CH2:23][CH2:24][C@H:25]([OH:27])[CH2:26][C:2]124)[CH2:20][CH2:19][C@@:18]1([CH3:29])[C@H:6]3[CH2:7][CH2:8][C@@H:9]1[C@H:10]([CH3:17])[CH2:11][CH2:12][CH2:13][CH:14]([CH3:16])[CH3:15].[NH2:30][CH2:31][CH2:32][CH2:33][CH2:34][NH:35][CH2:36][CH2:37][CH2:38][NH2:39].C(O)CCC>COC(C)(C)C>[OH:1][C@:2]12[CH2:26][C@@H:25]([OH:27])[CH2:24][CH2:23][C@:22]1([CH3:28])[C@@H:21]1[C@H:5]([C@H:6]3[C@:18]([CH3:29])([CH2:19][CH2:20]1)[C@@H:9]([C@H:10]([CH3:17])[CH2:11][CH2:12][CH2:13][CH:14]([CH3:16])[CH3:15])[CH2:8][CH2:7]3)[CH2:4][C@H:3]2[NH:30][CH2:31][CH2:32][CH2:33][CH2:34][NH:35][CH2:36][CH2:37][CH2:38][NH2:39]. Reported procedure: 5,6α-epoxicholestan-3β-ol (8.9 g, 22.1 mmol, 1 eq) and spermidine (6.4 g, 44.1 mmol, 2 eq) were charged in a round-bottomed flask equipped with a magnetic stirrer bar. 1-Butanol (70 ml, 5 vol) was added and the mixture heated to reflux for 40 h. The reaction mixture was cooled at r.t., diluted with methyl-tertbutyl-ether (5 vol) and washed with water (5 vol) and with brine (5 vol). The organic layer was passed through a silica pad (40 g) eluted with methyl-tertbutyl-ether (3 vol) then 10% Methan... Starting materials: COC(=O)C(C=1C=CC=CC1)C2CCCCN2.Cl (methylphenidate HCl). Run in O (water). Conditions: temperature 50 celsius. Product: COC(=O)C(C=1C=CC=CC1)C2CCCCN2 (Methylphenidate). RXN SMILES: [CH3:1][O:2][C:3]([CH:5]([CH:12]1[NH:17][CH2:16][CH2:15][CH2:14][CH2:13]1)[C:6]1[CH:7]=[CH:8][CH:9]=[CH:10][CH:11]=1)=[O:4].Cl>O>[CH3:1][O:2][C:3]([CH:5]([CH:12]1[NH:17][CH2:16][CH2:15][CH2:14][CH2:13]1)[C:6]1[CH:11]=[CH:10][CH:9]=[CH:8][CH:7]=1)=[O:4] |f:0.1|. Procedure: The Methylphenidate Resin Complex was prepared by first dissolving 500 g of methylphenidate HCl in 8 liters of purified water, and then slowly adding 1,306 g of AMBERLITE™ IRP-69 resin with continuous mixing. The dispersion was mixed for 4 hours and upon completion, allowed to settle before decanting the supernatant. The slurring/decanting process was repeated twice with sufficient amounts of purified water. The wet resin complex was then dried in a VWR™ convection oven maintained at 50° C. unti... The reactants are NaOAc.3H2O, one, C([O-])(O)=O.[Na+] (sodium bicarbonate), C(C)(C)(C)NC(=O)C1=CN(C2=NC=C(N=C21)NC2=CC=C(C=C2)C=C(C(=O)N(C)C)C#N)COCC[Si](C)(C)C (N-tert-butyl-2-(4-(2-cyano-3-(dimethylamino)-3-oxoprop-1-enyl)phenylamino)-5-((2-(trimethylsilyl)ethoxy)methyl)-5H-pyrrolo[2,3-b]pyrazine-7-carboxamide), C(=O)(C(F)(F)F)O (TFA). Solvent: C(C)O (ethanol), C(Cl)Cl (CH2Cl2). Reaction conditions: time 24 hour. Product: C(C)(C)(C)NC(=O)C1=CNC2=NC=C(N=C21)NC2=CC=C(C=C2)C=C(C(=O)N(C)C)C#N (N-tert-butyl-2-(4-(2-cyano-3-(dimethylamino)-3-oxoprop-1-enyl)phenylamino)-5H-pyrrolo[2,3-b]pyrazine-7-carboxamide). The yield is 17.1%. Reaction SMILES: [C:1]([NH:5][C:6]([C:8]1[C:16]2[C:11](=[N:12][CH:13]=[C:14]([NH:17][C:18]3[CH:23]=[CH:22][C:21]([CH:24]=[C:25]([C:31]#[N:32])[C:26]([N:28]([CH3:30])[CH3:29])=[O:27])=[CH:20][CH:19]=3)[N:15]=2)[N:10](COCC[Si](C)(C)C)[CH:9]=1)=[O:7])([CH3:4])([CH3:3])[CH3:2].C(O)(C(F)(F)F)=O.C(=O)(O)[O-].[Na+]>C(Cl)Cl.C(O)C>[C:1]([NH:5][C:6]([C:8]1[C:16]2[C:11](=[N:12][CH:13]=[C:14]([NH:17][C:18]3[CH:23]=[CH:22][C:21]([CH:24]=[C:25]([C:31]#[N:32])[C:26]([N:28]([CH3:29])[CH3:30])=[O:27])=[CH:20][CH:19]=3)[N:15]=2)[NH:10][CH:9]=1)=[O:7])([CH3:2])([CH3:4])[CH3:3] |f:2.3|. Procedure: In a 25 ml one necked round bottom flask, N-tert-butyl-2-(4-(2-cyano-3-(dimethylamino)-3-oxoprop-1-enyl)phenylamino)-5-((2-(trimethylsilyl)ethoxy)methyl)-5H-pyrrolo[2,3-b]pyrazine-7-carboxamide (0.1 g, 0.00019 mol) was taken in CH2Cl2 (10 ml) followed by dropwise addition of TFA (2.0 ml) at 0°-5° C. and the reaction was allowed to stir at room temperature for 24 hr. After completion of the reaction, the pH of the solution was adjusted to neutral by the addition of saturated sodium bicarbonate so... Reactants: Cc1ccc(C(=O)O)cc1Br, C1COCCN1, [Cl-], ClCCl, [NH4+]. Yields the product Cc1ccc(C(=O)N2CCOCC2)cc1Br. Reaction SMILES: [Br:1][c:2]1[cH:3][c:4]([C:5](=[O:6])[OH:7])[cH:8][cH:9][c:10]1[CH3:11].[CH2:12]1[CH2:13][O:14][CH2:15][CH2:16][NH:17]1.[Cl-:18].[Cl:20][CH2:21][Cl:22].[NH4+:19]>>[Br:1][c:2]1[cH:3][c:4]([C:5](=[O:7])[N:17]2[CH2:12][CH2:13][O:14][CH2:15][CH2:16]2)[cH:8][cH:9][c:10]1[CH3:11].